This data is from the Open Reaction Database (ORD), a public repository of structured organic reaction records. The task is: describe an organic reaction: reactants, conditions, products, and yield Reactants: C(C)(=O)O (acetic acid), C(C=C)#N (acrylonitrile), C(C)OP(O)C1OCCC1 (tetrahydrofuran-2-yl phosphonous acid ethyl ester), [O-]CC (ethoxide). Run in C(C)O (ethanol). Reaction conditions: time 30 minute. Yields the product C(#N)CCP(OCC)(=O)C1OCCC1 (ethyl 2-cyanoethyl(tetrahydrofuran-2-yl)-phosphinate). As a reaction SMILES: [C:1](#[N:4])[CH:2]=[CH2:3].[CH2:5]([O:7][P:8]([CH:10]1[CH2:14][CH2:13][CH2:12][O:11]1)[OH:9])[CH3:6].[O-]CC.C(O)(=O)C>C(O)C>[C:1]([CH2:2][CH2:3][P:8]([CH:10]1[CH2:14][CH2:13][CH2:12][O:11]1)(=[O:9])[O:7][CH2:5][CH3:6])#[N:4]. Procedure details: A mixture of 0.68 g of acrylonitrile and 2.11 g of tetrahydrofuran-2-yl phosphonous acid ethyl ester in 5 ml of absolute ethanol is cooled to 0° under argon and treated, dropwise, with an ethanolic solution ofsodium ethoxide (from 0.15 g of sodium metal and 15 ml of absolute ethanol)at such a rate so that the temperature does not exceed 5° (extremelyexothermic). After the addition is completed the reaction mixture is stirred at room temperature for 30 minutes and 0.4 g of glacial acetic acid are... The reactants are BrCc1ccccc1, CCOC(C)=O, [H-], [Na+], CN(C)C=O, O, CC(C)(C)OC(=O)NC1CCN(C2CCCCC2O)C1. The product is CC(C)(C)OC(=O)NC1CCN(C2CCCCC2OCc2ccccc2)C1. Reaction SMILES: [Br:23][CH2:24][c:25]1[cH:26][cH:27][cH:28][cH:29][cH:30]1.[CH3:37][CH2:38][O:39][C:40]([CH3:41])=[O:42].[H-:22].[Na+:21].[O:32]=[CH:33][N:34]([CH3:35])[CH3:36].[OH2:31].[OH:1][CH:2]1[CH:3]([N:8]2[CH2:9][CH:10]([NH:13][C:14]([O:15][C:16]([CH3:17])([CH3:18])[CH3:19])=[O:20])[CH2:11][CH2:12]2)[CH2:4][CH2:5][CH2:6][CH2:7]1>>[O:1]([CH:2]1[CH:3]([N:8]2[CH2:9][CH:10]([NH:13][C:14]([O:15][C:16]([CH3:17])([CH3:18])[CH3:19])=[O:20])[CH2:11][CH2:12]2)[CH2:4][CH2:5][CH2:6][CH2:7]1)[CH2:24][c:25]1[cH:26][cH:27][cH:28][cH:29][cH:30]1. The product is CC(=O)Nc1ccc(S(=O)(=O)Nc2ccc(N3CCC(NCC(O)COc4ccccc4)CC3)cc2)cc1. Starting materials: NCC(O)COc1ccccc1, CC(=O)Nc1ccc(S(=O)(=O)Nc2ccc(N3CCC(=O)CC3)cc2)cc1. RXN SMILES: [NH2:28][CH2:29][CH:30]([CH2:31][O:32][c:33]1[cH:34][cH:35][cH:36][cH:37][cH:38]1)[OH:39].[O:1]=[C:2]1[CH2:3][CH2:4][N:5]([c:8]2[cH:9][cH:10][c:11]([NH:14][S:15](=[O:16])(=[O:17])[c:18]3[cH:19][cH:20][c:21]([NH:24][C:25]([CH3:26])=[O:27])[cH:22][cH:23]3)[cH:12][cH:13]2)[CH2:6][CH2:7]1>>[CH:2]1([NH:28][CH2:29][CH:30]([CH2:31][O:32][c:33]2[cH:34][cH:35][cH:36][cH:37][cH:38]2)[OH:39])[CH2:3][CH2:4][N:5]([c:8]2[cH:9][cH:10][c:11]([NH:14][S:15](=[O:16])(=[O:17])[c:18]3[cH:19][cH:20][c:21]([NH:24][C:25]([CH3:26])=[O:27])[cH:22][cH:23]3)[cH:12][cH:13]2)[CH2:6][CH2:7]1. The reactants are BrCC1COc2ccccc2O1, Br, CC#N, Oc1cccc(C2CCCNC2)c1. Reaction SMILES: [Br:1][CH2:2][CH:3]1[CH2:4][O:5][c:6]2[c:7]([cH:9][cH:10][cH:11][cH:12]2)[O:8]1.[BrH:26].[CH3:27][C:28]#[N:29].[NH:13]1[CH2:14][CH:15]([c:19]2[cH:20][c:21]([OH:25])[cH:22][cH:23][cH:24]2)[CH2:16][CH2:17][CH2:18]1>>[CH2:2]([CH:3]1[CH2:4][O:5][c:6]2[c:7]([cH:9][cH:10][cH:11][cH:12]2)[O:8]1)[N:13]1[CH2:14][CH:15]([c:19]2[cH:20][c:21]([OH:25])[cH:22][cH:23][cH:24]2)[CH2:16][CH2:17][CH2:18]1. The product is Oc1cccc(C2CCCN(CC3COc4ccccc4O3)C2)c1. Reactants: BrC1=C(C(=CC(=C1)C)C)C=CC(=O)O (3-(2-bromo-4,6-dimethylphenyl)-2-propenoic acid), CN(C=O)C (dimethylformamide), S(=O)(Cl)Cl (thionyl chloride). The product is BrC1=C(C(=CC(=C1)C)C)/C=C/C(=O)Cl ((E)-3-(2-bromo-4,6-dimethylphenyl)-2-propenoyl chloride). Isolated yield 99.0%. As a reaction SMILES: [Br:1][C:2]1[CH:7]=[C:6]([CH3:8])[CH:5]=[C:4]([CH3:9])[C:3]=1[CH:10]=[CH:11][C:12]([OH:14])=O.CN(C)C=O.S(Cl)([Cl:22])=O>>[Br:1][C:2]1[CH:7]=[C:6]([CH3:8])[CH:5]=[C:4]([CH3:9])[C:3]=1/[CH:10]=[CH:11]/[C:12]([Cl:22])=[O:14]. Reported procedure: A solution of 5.07 g (19.9 mmol) of 3-(2-bromo-4,6-dimethylphenyl)-2-propenoic acid in 50 mL of thionyl chloride containing 50 μl of dimethylformamide (DMF) was stirred under nitrogen at room temperature for 20 hours. The volatiles were removed under reduced pressure to give 5.40 g (99%) of (E)-3-(2-bromo-4,6-dimethylphenyl)-2-propenoyl chloride as a dark brown solid: IR (film) 2960, 2920, 1750, 1620 and 1605 cm-1 ; NMR (CDCl3) δ 2.32 (3H, s), 2.40 (3H, s), 6.44 (1H, d, J=16 Hz). Reactants: O (Water), COC1=CC=C(OC=2C=NC(=NC2)O)C=C1 (5-(4-methoxy-phenoxy)-pyrimidin-2-ol), CN(C(=O)Cl)C1=CC=CC=C1 (N-methyl-N-phenylcarbamoyl chloride), N12CCN(CC1)CC2 (1,4-diazabicyclo[2.2.2]octane). Run in CN(C=O)C (dimethylformamide). The product is COC1=CC=C(OC=2C=NC(=NC2)OC(N(C2=CC=CC=C2)C)=O)C=C1 (Methyl-phenyl-carbamic acid 5-(4-methoxy-phenoxy)-pyrimidin-2-yl ester). The yield is 78.3%. As a reaction SMILES: [CH3:1][O:2][C:3]1[CH:16]=[CH:15][C:6]([O:7][C:8]2[CH:9]=[N:10][C:11]([OH:14])=[N:12][CH:13]=2)=[CH:5][CH:4]=1.[CH3:17][N:18]([C:22]1[CH:27]=[CH:26][CH:25]=[CH:24][CH:23]=1)[C:19](Cl)=[O:20].N12CCN(CC1)CC2.O>CN(C)C=O>[CH3:1][O:2][C:3]1[CH:16]=[CH:15][C:6]([O:7][C:8]2[CH:9]=[N:10][C:11]([O:14][C:19](=[O:20])[N:18]([CH3:17])[C:22]3[CH:27]=[CH:26][CH:25]=[CH:24][CH:23]=3)=[N:12][CH:13]=2)=[CH:5][CH:4]=1. Reported procedure: A solution of 5-(4-methoxy-phenoxy)-pyrimidin-2-ol (0.44 g, 2.00 mmol), N-methyl-N-phenylcarbamoyl chloride (0.34 g, 2.00 mmol) and 1,4-diazabicyclo[2.2.2]octane (0.22 g, 2.00 mmol) in dimethylformamide (15 ml) was stirred at room temperature for 1 hour. Water was added and the precipitates were collected by suction. The solids were dissolved in dichloromethane and the solution was dried over sodium sulphate, filtered and evaporated in vacuo. The residue was crystallised from ethyl acetate:hepta...